Dataset: the Open Reaction Database (ORD), a public repository of structured organic reaction records. Task: describe an organic reaction: reactants, conditions, products, and yield Reactants: BrCC(=O)OC (methyl bromoacetate), C1(=CCCCC1)CCN (2-(1-cyclohexenyl)ethylamine). The solvent is C(Cl)Cl (DCM). Reaction conditions: time 2 hour. Product: C1=C(CCCC1)CCNCC(=O)OC (methyl 2-[N-(2-cyclohex-1-enyl)ethylamino]acetate). Yield: 77.5%. RXN SMILES: Br[CH2:2][C:3]([O:5][CH3:6])=[O:4].[C:7]1([CH2:13][CH2:14][NH2:15])[CH2:12][CH2:11][CH2:10][CH2:9][CH:8]=1>C(Cl)Cl>[CH:8]1[CH2:9][CH2:10][CH2:11][CH2:12][C:7]=1[CH2:13][CH2:14][NH:15][CH2:2][C:3]([O:5][CH3:6])=[O:4]. Reported procedure: To a solution of methyl bromoacetate (5 g, 32.7 mmol) in DCM (150 mL) was added 2-(1-cyclohexenyl)ethylamine (11.4 ml, 81.71 mmol) over 5 min. After 2 h, the solvent was removed and the residue purified on silica gel (Merck 60; (1:9) ethyl acetate/hexane) to afford methyl 2-[N-(2-cyclohex-1-enyl)ethylamino]acetate (5.0 g, 78%). The reactants are ClC1=NC=NC=C1I (4-chloro-5-iodopyrimidine), CN (MeNH2). Yields the product IC=1C(=NC=NC1)NC (5-iodo-4-methylaminopyrimidine). Yield: 78.0%. As a reaction SMILES: Cl[C:2]1[C:7]([I:8])=[CH:6][N:5]=[CH:4][N:3]=1.[CH3:9][NH2:10]>>[I:8][C:7]1[C:2]([NH:10][CH3:9])=[N:3][CH:4]=[N:5][CH:6]=1. Procedure: A solution of 4-chloro-5-iodopyrimidine 67A (2.03 g, 8.44 mmol) in 40% aqueous MeNH2 solution was stirred at RT for 17 h. The mixture was then extracted with DCM (2×150 ml). The combined organic phase were dried concentrated to give 5-iodo-4-methylaminopyrimidine 67B (1.55 g, 78%) as an orange solid which was used for the next step without further purification. Starting materials: CCOC(C)=O, [Na+], COC(=O)c1ccccc1NC(=O)N1CCC2(CC1)OCCO2, C1COCCO1, [OH-], O. Yields the product O=C(O)c1ccccc1NC(=O)N1CCC2(CC1)OCCO2. As a reaction SMILES: [CH3:26][CH2:27][O:28][C:29]([CH3:30])=[O:31].[Na+:25].[O:1]1[CH2:2][CH2:3][O:4][C:5]12[CH2:6][CH2:7][N:8]([C:11](=[O:12])[NH:13][c:14]1[c:15]([C:16](=[O:17])[O:18][CH3:19])[cH:20][cH:21][cH:22][cH:23]1)[CH2:9][CH2:10]2.[O:33]1[CH2:34][CH2:35][O:36][CH2:37][CH2:38]1.[OH-:24].[OH2:32]>>[O:1]1[CH2:2][CH2:3][O:4][C:5]12[CH2:6][CH2:7][N:8]([C:11](=[O:12])[NH:13][c:14]1[c:15]([C:16](=[O:17])[OH:18])[cH:20][cH:21][cH:22][cH:23]1)[CH2:9][CH2:10]2. Reactants: CCOC(=O)CCC(Oc1cc(OCc2cncnc2)ccc1C(C)=O)c1ccccc1C, [Na+], C1COCCO1, [OH-]. Product: CC(=O)c1ccc(OCc2cncnc2)cc1OC(CCC(=O)O)c1ccccc1C. Reaction SMILES: [C:1]([CH3:2])(=[O:3])[c:4]1[c:5]([O:6][CH:7]([CH2:8][CH2:9][C:10](=[O:11])[O:12][CH2:13][CH3:14])[c:15]2[c:16]([CH3:21])[cH:17][cH:18][cH:19][cH:20]2)[cH:22][c:23]([O:26][CH2:27][c:28]2[cH:29][n:30][cH:31][n:32][cH:33]2)[cH:24][cH:25]1.[Na+:41].[O:34]1[CH2:35][CH2:36][O:37][CH2:38][CH2:39]1.[OH-:40]>>[C:1]([CH3:2])(=[O:3])[c:4]1[c:5]([O:6][CH:7]([CH2:8][CH2:9][C:10](=[O:11])[OH:12])[c:15]2[c:16]([CH3:21])[cH:17][cH:18][cH:19][cH:20]2)[cH:22][c:23]([O:26][CH2:27][c:28]2[cH:29][n:30][cH:31][n:32][cH:33]2)[cH:24][cH:25]1. Reactants: COC=1C(=C(CC=2C=CC(=C(C(=O)OC)C2)OC2=CC=CC=C2)C(=C(C1OC)OC)OC)C (Methyl 5-(3,4,5,6-tetramethoxy-2-methylbenzyl)-2-phenoxybenzoate), Cl (hydrochloric acid). The solvent is O (water), [OH-].[Na+] (NaOH), O1CCOCC1 (1,4-dioxane). Run at time 12 hour. Product: COC=1C(=C(CC=2C=CC(=C(C(=O)O)C2)OC2=CC=CC=C2)C(=C(C1OC)OC)OC)C (5-(3,4,5,6-Tetramethoxy-2-methylbenzyl)-2-phenoxybenzoic acid). Yield: 98.4%. RXN SMILES: [CH3:1][O:2][C:3]1[C:4]([CH3:33])=[C:5]([C:24]([O:31][CH3:32])=[C:25]([O:29][CH3:30])[C:26]=1[O:27][CH3:28])[CH2:6][C:7]1[CH:8]=[CH:9][C:10]([O:17][C:18]2[CH:23]=[CH:22][CH:21]=[CH:20][CH:19]=2)=[C:11]([CH:16]=1)[C:12]([O:14]C)=[O:13].Cl>[OH-].[Na+].O1CCOCC1.O>[CH3:1][O:2][C:3]1[C:4]([CH3:33])=[C:5]([C:24]([O:31][CH3:32])=[C:25]([O:29][CH3:30])[C:26]=1[O:27][CH3:28])[CH2:6][C:7]1[CH:8]=[CH:9][C:10]([O:17][C:18]2[CH:23]=[CH:22][CH:21]=[CH:20][CH:19]=2)=[C:11]([CH:16]=1)[C:12]([OH:14])=[O:13] |f:2.3|. Procedure details: Methyl 5-(3,4,5,6-tetramethoxy-2-methylbenzyl)-2-phenoxybenzoate (0.220 g, 0.487 mmol) was dissolved in a mixed solution of an aqueous 1N NaOH solution (3 ml) and 1,4-dioxane (5 ml) and the resulting solution was stirred at room temperature for 12 hours. The reaction solution was diluted with water, rendered acidic with concentrated hydrochloric acid and then extracted with ether. The extract was washed with water and then dried, and the solvent was removed by distillation. The residue was purif... Reactants: [H-].[Na+] (NaH), IC (iodomethane), C(C)(=O)C1(CCCCC1)NS(=O)(=O)CC1=CC=C(C=C1)Cl (N-(1-Acetylcyclohexyl)-4-chlorophenylmethane sulfonamide). Solvent: CN(C)C=O (DMF). Run at temperature 120 celsius, time 8 hour. Product: ClC1=CC=C(C=C1)C=1S(N(C2(C1C)CCCCC2)C)(=O)=O (3-(4-chlorophenyl)-1,4-dimethyl-2-thia-1-azaspiro[4.5]dec-3-ene 2,2-dioxide). Isolated yield 69.0%. RXN SMILES: [C:1]([C:4]1([NH:10][S:11]([CH2:14][C:15]2[CH:20]=[CH:19][C:18]([Cl:21])=[CH:17][CH:16]=2)(=[O:13])=[O:12])[CH2:9][CH2:8][CH2:7][CH2:6][CH2:5]1)(=O)[CH3:2].[H-].[Na+].I[CH3:25]>CN(C=O)C>[Cl:21][C:18]1[CH:19]=[CH:20][C:15]([C:14]2[S:11](=[O:13])(=[O:12])[N:10]([CH3:25])[C:4]3([CH2:9][CH2:8][CH2:7][CH2:6][CH2:5]3)[C:1]=2[CH3:2])=[CH:16][CH:17]=1 |f:1.2|. Reported procedure: N-(1-Acetylcyclohexyl)-4-chlorophenylmethane sulfonamide (1.02 g, 3.1 mmol) was dissolved in dry DMF (10 mL) under Ar. NaH (60%, 2.2 eq.) and iodomethane (2 eq.) were added and the mixture was stirred overnight at 120° C. After dilution with water the solution was extracted with ethyl acetate. The organic layer was washed with NaCl solution and water, dried (Na2SO4) and concentrated to yield 696 mg (69%) of the 3-(4-chlorophenyl)-1,4-dimethyl-2-thia-1-azaspiro[4.5]dec-3-ene 2,2-dioxide, shown be... Starting materials: C(O)([O-])=O.[Na+] (sodium hydrogen carbonate), ClC1=CC=C(C=C1)C1=NN(C(N1CC=O)=O)CC(=O)NC(C)(C1=CC(=CC=C1)C(F)(F)F)C (2-[3-(4-chlorophenyl)-4-(2-oxoethyl)-5-oxo-4,5-dihydro-1H-1,2,4-triazol-1-yl]-N-{1-methyl-1-[3-(trifluoromethyl)phenyl]ethyl}-acetamide), C(C)(=O)O[BH-](OC(C)=O)OC(C)=O.[Na+] (sodium triacetoxyborohydride), N1CCOCC1 (morpholine). Run in ClCCl (dichloromethane), CN(C)C=O (DMF). Reaction conditions: time 18 hour. Yields the product ClC1=CC=C(C=C1)C1=NN(C(N1CCN1CCOCC1)=O)CC(=O)NC(C)(C1=CC(=CC=C1)C(F)(F)F)C (2-[3-(4-chlorophenyl)-4-(2-morpholin-4-ylethyl)-5-oxo-4,5-dihydro-1H-1,2,4-triazol-1-yl]-N-{1-methyl-1-[3-(trifluoromethyl)phenyl]ethyl}-acetamide). As a reaction SMILES: [Cl:1][C:2]1[CH:7]=[CH:6][C:5]([C:8]2[N:12]([CH2:13][CH:14]=O)[C:11](=[O:16])[N:10]([CH2:17][C:18]([NH:20][C:21]([CH3:33])([C:23]3[CH:28]=[CH:27][CH:26]=[C:25]([C:29]([F:32])([F:31])[F:30])[CH:24]=3)[CH3:22])=[O:19])[N:9]=2)=[CH:4][CH:3]=1.[NH:34]1[CH2:39][CH2:38][O:37][CH2:36][CH2:35]1.C(O[BH-](OC(=O)C)OC(=O)C)(=O)C.[Na+].C(=O)([O-])O.[Na+]>ClCCl.CN(C=O)C>[Cl:1][C:2]1[CH:7]=[CH:6][C:5]([C:8]2[N:12]([CH2:13][CH2:14][N:34]3[CH2:39][CH2:38][O:37][CH2:36][CH2:35]3)[C:11](=[O:16])[N:10]([CH2:17][C:18]([NH:20][C:21]([CH3:22])([C:23]3[CH:28]=[CH:27][CH:26]=[C:25]([C:29]([F:30])([F:31])[F:32])[CH:24]=3)[CH3:33])=[O:19])[N:9]=2)=[CH:4][CH:3]=1 |f:2.3,4.5|. Procedure: 0.10 g (0.21 mmol) of 2-[3-(4-chlorophenyl)-4-(2-oxoethyl)-5-oxo-4,5-dihydro-1H-1,2,4-triazol-1-yl]-N-{1-methyl-1-[3-(trifluoromethyl)phenyl]ethyl}-acetamide from Example 401 are dissolved in 30 ml of dichloromethane and 0.4 ml of DMF and stirred with 22 mg (0.2 mmol) of morpholine for 1 hr at RT. Next, 66 mg (0.31 mmol) of sodium triacetoxyborohydride are added and the mixture is stirred for 18 hrs at RT. The reaction mixture is treated with 10 ml of saturated sodium hydrogen carbonate solution... The reactants are Cc1cc(C(=O)NCO)ncc1C(c1cc(F)ccc1F)S(=O)(=O)c1ccc(F)cc1, O, CCOC(=O)CO, Cc1ccc(S(=O)(=O)O)cc1, c1ccccc1. Product: CCOC(=O)COCNC(=O)c1cc(C)c(C(c2cc(F)ccc2F)S(=O)(=O)c2ccc(F)cc2)cn1. RXN SMILES: [F:1][c:2]1[c:3]([CH:9]([c:10]2[c:11]([CH3:21])[cH:12][c:13]([C:16](=[O:17])[NH:18][CH2:19][OH:20])[n:14][cH:15]2)[S:22](=[O:23])(=[O:24])[c:25]2[cH:26][cH:27][c:28]([F:31])[cH:29][cH:30]2)[cH:4][c:5]([F:8])[cH:6][cH:7]1.[OH2:39].[OH:32][CH2:33][C:34](=[O:35])[O:36][CH2:37][CH3:38].[c:40]1([CH3:41])[cH:42][cH:43][c:44]([S:45]([OH:46])(=[O:47])=[O:48])[cH:49][cH:50]1.[cH:51]1[cH:52][cH:53][cH:54][cH:55][cH:56]1>>[F:1][c:2]1[c:3]([CH:9]([c:10]2[c:11]([CH3:21])[cH:12][c:13]([C:16](=[O:17])[NH:18][CH2:19][O:20][CH2:33][C:34](=[O:35])[O:36][CH2:37][CH3:38])[n:14][cH:15]2)[S:22](=[O:23])(=[O:24])[c:25]2[cH:26][cH:27][c:28]([F:31])[cH:29][cH:30]2)[cH:4][c:5]([F:8])[cH:6][cH:7]1.